From a dataset of the Open Reaction Database (ORD), a public repository of structured organic reaction records. describe an organic reaction: reactants, conditions, products, and yield Product: C(C)OC1=C2C=C(NC2=CC=C1)C(=O)OC (Methyl 4-ethoxyindole-2-carboxylate). The solvent is C1(=CC=CC=C1)C (toluene). Procedure: Methyl 2-azido-3-(2-ethoxyphenyl)propenoate (2.061 g, 10 mmol) was suspended in toluene (500 ml) and the mixture was refluxed for three hours and then maintained at room temperature overnight. The solids were collected by filtration in order to give the desired product in the form of a yellow solid. The reactants are N(=[N+]=[N-])C(C(=O)OC)=CC1=C(C=CC=C1)OCC (Methyl 2-azido-3-(2-ethoxyphenyl)propenoate). RXN SMILES: [N:1]([C:4](=[CH:9][C:10]1[CH:15]=[CH:14][CH:13]=[CH:12][C:11]=1[O:16][CH2:17][CH3:18])[C:5]([O:7][CH3:8])=[O:6])=[N+]=[N-]>C1(C)C=CC=CC=1>[CH2:17]([O:16][C:11]1[CH:12]=[CH:13][CH:14]=[C:15]2[C:10]=1[CH:9]=[C:4]([C:5]([O:7][CH3:8])=[O:6])[NH:1]2)[CH3:18].